This data is from the Open Reaction Database (ORD), a public repository of structured organic reaction records. The task is: describe an organic reaction: reactants, conditions, products, and yield Starting materials: CC(C)C(NC(=O)OC(C)(C)C)C(=O)NC(Cc1cccc(O[Si](C)(C)C(C)(C)C)c1)C(=O)N1CCCC(C(=O)O)N1, CCN=C=NCCCN(C)C, CN(C)c1ccncc1, C=Cc1ccc2c(c1)C(O)CC2, ClCCl. Product: C=Cc1ccc2c(c1)C(OC(=O)C1CCCN(C(=O)C(Cc3cccc(O[Si](C)(C)C(C)(C)C)c3)NC(=O)C(NC(=O)OC(C)(C)C)C(C)C)N1)CC2. As a reaction SMILES: [C:1]([CH3:2])([CH3:3])([CH3:4])[O:5][C:6](=[O:7])[NH:8][CH:9]([C:10](=[O:11])[NH:12][CH:13]([C:14](=[O:15])[N:16]1[NH:17][CH:18]([C:22](=[O:23])[OH:24])[CH2:19][CH2:20][CH2:21]1)[CH2:25][c:26]1[cH:27][c:28]([O:32][Si:33]([CH3:34])([CH3:35])[C:36]([CH3:37])([CH3:38])[CH3:39])[cH:29][cH:30][cH:31]1)[CH:40]([CH3:41])[CH3:42].[CH2:55]([N:56]=[C:57]=[N:58][CH2:59][CH2:60][CH2:61][N:62]([CH3:63])[CH3:64])[CH3:65].[CH3:66][N:67]([CH3:68])[c:69]1[cH:70][cH:71][n:72][cH:73][cH:74]1.[CH:43](=[CH2:44])[c:45]1[cH:46][cH:47][c:48]2[c:52]([cH:53]1)[CH:51]([OH:54])[CH2:50][CH2:49]2.[Cl:75][CH2:76][Cl:77]>>[C:1]([CH3:2])([CH3:3])([CH3:4])[O:5][C:6](=[O:7])[NH:8][CH:9]([C:10](=[O:11])[NH:12][CH:13]([C:14](=[O:15])[N:16]1[NH:17][CH:18]([C:22]([O:23][CH:51]2[CH2:50][CH2:49][c:48]3[cH:47][cH:46][c:45]([CH:43]=[CH2:44])[cH:53][c:52]32)=[O:24])[CH2:19][CH2:20][CH2:21]1)[CH2:25][c:26]1[cH:27][c:28]([O:32][Si:33]([CH3:34])([CH3:35])[C:36]([CH3:37])([CH3:38])[CH3:39])[cH:29][cH:30][cH:31]1)[CH:40]([CH3:41])[CH3:42]. Reactants: ClC1=NC2=CC=CC=C2N=C1OCCOC1=CC=CC=C1 (2-chloro-3-(2-phenoxyethoxy)quinoxaline), hydrochloride salt, C20H22N4O2. Run in O (H2O). Yields the product Cl.O(C1=CC=CC=C1)CCOC1=NC2=CC=CC=C2N=C1N1CCNCC1 (2-(2-Phenoxyethoxy)-3-(1-piperazinyl)quinoxaline, Hydrochloride). RXN SMILES: [Cl:1][C:2]1[C:11]([O:12][CH2:13][CH2:14][O:15][C:16]2[CH:21]=[CH:20][CH:19]=[CH:18][CH:17]=2)=[N:10][C:9]2[C:4](=[CH:5][CH:6]=[CH:7][CH:8]=2)[N:3]=1>O>[ClH:1].[O:15]([CH2:14][CH2:13][O:12][C:11]1[C:2]([N:3]2[CH2:4][CH2:9][NH:10][CH2:11][CH2:2]2)=[N:3][C:4]2[C:9](=[CH:8][CH:7]=[CH:6][CH:5]=2)[N:10]=1)[C:16]1[CH:21]=[CH:20][CH:19]=[CH:18][CH:17]=1 |f:2.3|. Procedure: The title compound was prepared according to the procedure described in Example 1, Step 2, starting from 2-chloro-3-(2-phenoxyethoxy)quinoxaline (0.65 g, 2.15 mmol): yield 0.44 g (58%) as the free base. A portion of the free base was converted to its hydrochloride salt: mp 123-126° C.; HRMS m/z calcd for C20H22N4O2 (M)+ 350.1743, found 350.1748. Anal. (C20H22N4O2 1.75 HCl. 0.5 H2O) C, H, N. Reactants: OCCNN (2-hydroxyethyl hydrazine), ClC1=CC=C(C=2NC3=CC=C(C=C3C(C12)=O)OC)[N+](=O)[O-] (1-chloro-7-methoxy-4-nitro-9(10H)-acridinone). Run in CO (methanol), C1CCOC1 (THF), CO (methanol), C1CCOC1 (THF). Run at time 20 hour. The product is COC1=CC=2C=3C4=C(C=CC=C4NC2C=C1)N(N3)CCO (9-methoxypyrazolo[3,4,5-kl]acridine-2(6H)ethanol). RXN SMILES: [OH:1][CH2:2][CH2:3][NH:4][NH2:5].Cl[C:7]1[C:20]2[C:19](=O)[C:18]3[C:13](=[CH:14][CH:15]=[C:16]([O:22][CH3:23])[CH:17]=3)[NH:12][C:11]=2[C:10]([N+]([O-])=O)=[CH:9][CH:8]=1>CO.C1COCC1>[CH3:23][O:22][C:16]1[CH:15]=[CH:14][C:13]2[NH:12][C:11]3[C:20]4=[C:7]([N:4]([CH2:3][CH2:2][OH:1])[N:5]=[C:19]4[C:18]=2[CH:17]=1)[CH:8]=[CH:9][CH:10]=3. Procedure: A solution of 3.6 g of 2-hydroxyethyl hydrazine in 5 ml of methanol and 20 ml of THF was added over 1.5 hours to a mixture of 6.09 g of 1-chloro-7-methoxy-4-nitro-9(10H)-acridinone in 75 ml of methanol and 55 ml of THF, and the resulting suspension was stirred 20 hours at room temperature. The precipitate was collected and recrystallized from DMSO-methanol, Providing 9-methoxypyrazolo[3,4,5-kl]acridine-2(6H)ethanol, mp 275°-276° C. Reactants: N1(C=NC=C1)CCCNC(=O)C=1SC=CC1 (N-[3-(1H-imidazol-1-yl)propyl]-2-thiophene carboxamide), [H-].[Na+] (sodium hydride), C(C1=CC=CC=C1)Br (benzyl bromide). The solvent is CN(C=O)C (dimethylformamide). Reaction conditions: time 24 hour. Yields the product C(C1=CC=CC=C1)N(C(=O)C=1SC=CC1)CCCN1C=NC=C1 (N-Benzyl-N-[3-(1H-imidazol-1-yl)propyl]-2-thiophene carboxamide). As a reaction SMILES: [N:1]1([CH2:6][CH2:7][CH2:8][NH:9][C:10]([C:12]2[S:13][CH:14]=[CH:15][CH:16]=2)=[O:11])[CH:5]=[CH:4][N:3]=[CH:2]1.[H-].[Na+].[CH2:19](Br)[C:20]1[CH:25]=[CH:24][CH:23]=[CH:22][CH:21]=1>CN(C)C=O>[CH2:19]([N:9]([CH2:8][CH2:7][CH2:6][N:1]1[CH:5]=[CH:4][N:3]=[CH:2]1)[C:10]([C:12]1[S:13][CH:14]=[CH:15][CH:16]=1)=[O:11])[C:20]1[CH:25]=[CH:24][CH:23]=[CH:22][CH:21]=1 |f:1.2|. Procedure details: A mixture of 4.7 g. of N-[3-(1H-imidazol-1-yl)propyl]-2-thiophene carboxamide, 40 ml. of dimethylformamide, and 0.96 g. of 50% sodium hydride in oil was stirred for 2 hours and 2.62 g. of benzyl bromide was added. The mixture was stirred for 24 hours, concentrated to remove the dimethyl formamide, diluted with water and methylene chloride, and the layers separated. The organic layer was washed with water, dried over magnesium sulfate, and concentrated. The oil was twice washed with hexane and ag... The reactants are C[C@@H]1CN(C[C@@H](N1)C)S(=O)(=O)N ((3R,5S)-3,5-dimethylpiperazine-1-sulfonamide), C1(CCCCC1)P(C1=C(C=CC=C1)C1=C(C=C(C=C1C(C)C)C(C)C)C(C)C)C1CCCCC1 (2-dicyclohexylphosphino-2′,4′,6′-tri-isopropyl-1,1′-biphenyl), C([O-])([O-])=O.[Cs+].[Cs+] (cesium carbonate), C(C)OC([C@@H](C)OC1=NC(=NC(=C1)Cl)SCC1=C(C(=CC=C1)F)F)=O (2-[[6-chloro-2-[[(2,3-difluorophenyl)methyl]thio]-4-pyrimidinyl]oxy]-(2R)-propanoic acid ethyl ester), product. Reagents/catalysts: C=1C=CC(=CC1)/C=C/C(=O)/C=C/C2=CC=CC=C2.C=1C=CC(=CC1)/C=C/C(=O)/C=C/C2=CC=CC=C2.C=1C=CC(=CC1)/C=C/C(=O)/C=C/C2=CC=CC=C2.[Pd].[Pd] (tris(dibenzylideneacetone)dipalladium). The solvent is O1CCOCC1 (dioxane). Run at temperature 100 celsius. Yields the product FC1=C(C=CC=C1F)CSC1=NC(=CC(=N1)NS(=O)(=O)N1C[C@H](N[C@H](C1)C)C)O[C@@H](CO)C (N-[2-[[(2,3-Difluorophenyl)methyl]thio]-6-[(1R)-2-hydroxy-1-methylethoxy]-4-pyrimidinyl]-(3R,5S)-3,5-dimethylpiperazine-1-sulfonamide). As a reaction SMILES: [CH3:1][C@H:2]1[NH:7][C@@H:6]([CH3:8])[CH2:5][N:4]([S:9]([NH2:12])(=[O:11])=[O:10])[CH2:3]1.C1(P(C2CCCCC2)C2C=CC=CC=2C2C(C(C)C)=CC(C(C)C)=CC=2C(C)C)CCCCC1.C(=O)([O-])[O-].[Cs+].[Cs+].C([O:55][C:56](=O)[C@H:57]([O:59][C:60]1[CH:65]=[C:64](Cl)[N:63]=[C:62]([S:67][CH2:68][C:69]2[CH:74]=[CH:73][CH:72]=[C:71]([F:75])[C:70]=2[F:76])[N:61]=1)[CH3:58])C>O1CCOCC1.C1C=CC(/C=C/C(/C=C/C2C=CC=CC=2)=O)=CC=1.C1C=CC(/C=C/C(/C=C/C2C=CC=CC=2)=O)=CC=1.C1C=CC(/C=C/C(/C=C/C2C=CC=CC=2)=O)=CC=1.[Pd].[Pd]>[F:76][C:70]1[C:71]([F:75])=[CH:72][CH:73]=[CH:74][C:69]=1[CH2:68][S:67][C:62]1[N:63]=[C:64]([NH:12][S:9]([N:4]2[CH2:3][C@H:2]([CH3:1])[NH:7][C@H:6]([CH3:8])[CH2:5]2)(=[O:10])=[O:11])[CH:65]=[C:60]([O:59][C@H:57]([CH3:58])[CH2:56][OH:55])[N:61]=1 |f:2.3.4,7.8.9.10.11|. Reported procedure: To a solution of (2R,6S)-2,6-dimethylpiperazine (1 g) in dioxane (10 ml) was added sulfamide (0.746 g) and the reaction mixture was then heated at reflux in dioxane for 72 h The reaction mixture was partitioned between EtOAc (150 ml) and H2O (150 ml) and the aqueous re-extracted with EtOAc (2×150 ml). Organics were collected dried and reduced in vacuo to yield (3R,5S)-3,5-dimethylpiperazine-1-sulfonamide as a white solid (0.29 g). A mixture of (3R,5S)-3,5-dimethylpiperazine-1-sulfonamide (0.29 g... Starting materials: C([O-])([O-])=O.[Na+].[Na+] (sodium carbonate), NC1=C(C(=NC=N1)N[C@@H](C)C1=NN2C(C(N1C1=CC=CC=C1)=O)=C(C=C2)C)I ((S)-2-(1-((6-Amino-5-iodopyrimidin-4-yl)amino)ethyl)-5-methyl-3-phenylpyrrolo[2,1-f][1,2,4]triazin-4(3H)-one), OC=1C=C(C(=O)OC)C=C(C1)B1OC(C(O1)(C)C)(C)C (methyl 3-hydroxy-5-(4,4,5,5-tetramethyl-1,3,2-dioxaborolan-2-yl)benzoate), C([O-])([O-])=O.[Na+].[Na+] (sodium carbonate). Solvent: O1CCOCC1 (dioxane). Conditions: temperature 120 celsius. Yields the product NC1=NC=NC(=C1C=1C=C(C(=O)OC)C=C(C1)O)N[C@@H](C)C1=NN2C(C(N1C1=CC=CC=C1)=O)=C(C=C2)C ((S)-Methyl 3-(4-amino-6-((1-(5-methyl-4-oxo-3-phenyl-3,4-dihydropyrrolo[2,1-f][1,2,4]triazin-2-yl)ethyl)amino)pyrimidin-5-yl)-5-hydroxybenzoate). Isolated yield 42.8%. As a reaction SMILES: [NH2:1][C:2]1[N:7]=[CH:6][N:5]=[C:4]([NH:8][C@H:9]([C:11]2[N:16]([C:17]3[CH:22]=[CH:21][CH:20]=[CH:19][CH:18]=3)[C:15](=[O:23])[C:14]3=[C:24]([CH3:27])[CH:25]=[CH:26][N:13]3[N:12]=2)[CH3:10])[C:3]=1I.[OH:29][C:30]1[CH:31]=[C:32]([CH:37]=[C:38](B2OC(C)(C)C(C)(C)O2)[CH:39]=1)[C:33]([O:35][CH3:36])=[O:34].C(=O)([O-])[O-].[Na+].[Na+]>O1CCOCC1>[NH2:1][C:2]1[C:3]([C:38]2[CH:37]=[C:32]([CH:31]=[C:30]([OH:29])[CH:39]=2)[C:33]([O:35][CH3:36])=[O:34])=[C:4]([NH:8][C@H:9]([C:11]2[N:16]([C:17]3[CH:22]=[CH:21][CH:20]=[CH:19][CH:18]=3)[C:15](=[O:23])[C:14]3=[C:24]([CH3:27])[CH:25]=[CH:26][N:13]3[N:12]=2)[CH3:10])[N:5]=[CH:6][N:7]=1 |f:2.3.4|. Reported procedure: (S)-2-(1-((6-Amino-5-iodopyrimidin-4-yl)amino)ethyl)-5-methyl-3-phenylpyrrolo[2,1-f][1,2,4]triazin-4(3H)-one (100 mg, 0.16 mmol) and methyl 3-hydroxy-5-(4,4,5,5-tetramethyl-1,3,2-dioxaborolan-2-yl)benzoate (64 mg, 0.23 mmol) were dissolved in 10 mL dioxane in a microwave vessel. A solution of sodium carbonate (2 M, 365 μl, 0.73 mmol) was added and the mixture was submitted to three vacuum-argon cycles. 2′-(Dimethylamino)-2-biphenylyl-palladium(II) chloride dinorbornylphosphine complex (5 mg, 0.0... Reactants: C(C)C1(CC(=CC(=C1)CC)CC)C(C(=O)O)=O (2-(1,3,5-triethylphenyl)-2-oxoacetic acid), C1(=CC=CC=C1)C (toluene), S(=O)(Cl)Cl (thionyl chloride). Run in CN(C=O)C (dimethylformamide). Reaction conditions: temperature 50 celsius, time 2 hour. Product: C(C)C1(CC(=CC(=C1)CC)CC)C(C(=O)Cl)=O (2-(1,3,5-triethylphenyl)-2-oxoacetyl chloride). The yield is 88.3%. As a reaction SMILES: [CH2:1]([C:3]1([C:13](=[O:17])[C:14](O)=[O:15])[CH:8]=[C:7]([CH2:9][CH3:10])[CH:6]=[C:5]([CH2:11][CH3:12])[CH2:4]1)[CH3:2].C1(C)C=CC=CC=1.S(Cl)([Cl:27])=O>CN(C)C=O>[CH2:1]([C:3]1([C:13](=[O:17])[C:14]([Cl:27])=[O:15])[CH:8]=[C:7]([CH2:9][CH3:10])[CH:6]=[C:5]([CH2:11][CH3:12])[CH2:4]1)[CH3:2]. Procedure: To a 3 L volume four-necked flask, 2-(1,3,5-triethylphenyl)-2-oxoacetic acid (8-b) (214.8 g), toluene (anhydrous) (740 ml), and dimethylformamide (anhydrous) (22.8 ml) were added under a nitrogen atmosphere. After the temperature was raised to about 50° C., thionyl chloride (131 g) was added. The resulting mixture was stirred at 50° C. for 2 hours, and concentrated under reduced pressure to give 204.5 g of 2-(1,3,5-triethylphenyl)-2-oxoacetyl chloride (6-b). Reactants: FC[C@H](C1=CC=CC=C1)N1C(C2=CC=CC=C2C1=O)=O ((S)-2-(2-fluoro-1-phenylethyl)isoindoline-1,3-dione), NN (hydrazine). The solvent is CO (MeOH). Conditions: temperature 80 celsius, time 3 hour. The product is FC[C@@H](N)C1=CC=CC=C1 ((S)-2-fluoro-1-phenylethanamine). RXN SMILES: [F:1][CH2:2][C@@H:3]([N:10]1C(=O)C2C(=CC=CC=2)C1=O)[C:4]1[CH:9]=[CH:8][CH:7]=[CH:6][CH:5]=1.NN>CO>[F:1][CH2:2][C@H:3]([C:4]1[CH:9]=[CH:8][CH:7]=[CH:6][CH:5]=1)[NH2:10]. Procedure details: To a solution of (S)-2-(2-fluoro-1-phenylethyl)isoindoline-1,3-dione (290 mg, 1.077 mmol) in MeOH (3.59 mL) was added hydrazine (0.507 mL, 16.15 mmol). The reaction mixture was stirred at 80° C. for 3 h. The white precipitate was filtered off. The filtrate was concentrated to yield the crude (S)-2-fluoro-1-phenylethanamine, which was used in next step without further purification. LCMS (m/z): 140.1 (MH+), 0.28 min; 1H NMR (400 MHz, CDCl3) δ ppm 7.43-7.34 (m, 4H), 7.34-7.27 (m, 1H), 4.57 (dd, J=3...